This data is from the Open Reaction Database (ORD), a public repository of structured organic reaction records. The task is: describe an organic reaction: reactants, conditions, products, and yield The reactants are C(C)(C)(C)OC(=O)N1CCN(CC1)C1=CC=C2CCN(C(C2=C1)=O)CC(=O)OCC (Ethyl [7-(4-t-butoxycarbonylpiperazin-1-yl)-3,4-dihydro-1(1H)-isoquinolinone-2-yl]acetate), [Li+].[OH-] (LiOH). Run in CO (MeOH). The product is C(C)(C)(C)OC(=O)N1CCN(CC1)C1=CC=C2CCN(C(C2=C1)=O)CC(=O)O ([7-(4-t-Butoxycarbonylpiperazin-1-yl)-3,4-dihydro-1(1H)-isoquinolinone-2-yl]acetic acid). As a reaction SMILES: [C:1]([O:5][C:6]([N:8]1[CH2:13][CH2:12][N:11]([C:14]2[CH:23]=[C:22]3[C:17]([CH2:18][CH2:19][N:20]([CH2:25][C:26]([O:28]CC)=[O:27])[C:21]3=[O:24])=[CH:16][CH:15]=2)[CH2:10][CH2:9]1)=[O:7])([CH3:4])([CH3:3])[CH3:2].[Li+].[OH-]>CO>[C:1]([O:5][C:6]([N:8]1[CH2:9][CH2:10][N:11]([C:14]2[CH:23]=[C:22]3[C:17]([CH2:18][CH2:19][N:20]([CH2:25][C:26]([OH:28])=[O:27])[C:21]3=[O:24])=[CH:16][CH:15]=2)[CH2:12][CH2:13]1)=[O:7])([CH3:4])([CH3:2])[CH3:3] |f:1.2|. Reported procedure: Ethyl [7-(4-t-butoxycarbonylpiperazin-1-yl)-3,4-dihydro-1(1H)-isoquinolinone-2-yl]acetate (1-4) (2.9 g, 6.95 mmol), 1N LiOH (20.9 mL, 20.9 mmol) and MeOH (50 mL) were stirred for 16 hours at room temperature. The solvent was removed, the residue was taken up in EtOAc and washed with 1N HCl. Repeated extraction of the aqueous phase followed by washing of the bulked organic layers with brine (5 mL), drying (MgSO4) and evaporation afforded 1-5 as a solid. 1H NMR (CD3OD): d1.48 (9H, s), 2.99 (2H, t)... Reactants: C(C)OC(=O)C1C(CCC1)=O (2-oxo-cyclopentanecarboxylic acid ethyl ester), C(CC1=CC=CC=C1)N (phenethylamine), C(#N)[BH3-].[Na+] (sodium cyanoborohydride). Reagents/catalysts: C(C)(=O)O (acetic acid). The solvent is C(C)O (ethanol). Reaction conditions: temperature 50 celsius, time 16 hour. Product: C(C)OC(=O)C1C(CCC1)NCCC1=CC=CC=C1 (2-phenethylamino-cyclopentanecarboxylic acid ethyl ester). Isolated yield 38.6%. RXN SMILES: [CH2:1]([O:3][C:4]([CH:6]1[CH2:10][CH2:9][CH2:8][C:7]1=O)=[O:5])[CH3:2].[CH2:12]([NH2:20])[CH2:13][C:14]1[CH:19]=[CH:18][CH:17]=[CH:16][CH:15]=1.C([BH3-])#N.[Na+]>C(O)C.C(O)(=O)C>[CH2:1]([O:3][C:4]([CH:6]1[CH2:10][CH2:9][CH2:8][CH:7]1[NH:20][CH2:12][CH2:13][C:14]1[CH:19]=[CH:18][CH:17]=[CH:16][CH:15]=1)=[O:5])[CH3:2] |f:2.3|. Procedure details: A solution of 2-oxo-cyclopentanecarboxylic acid ethyl ester (3.00 g, 19.2 mmol) in ethanol (20 mL) was treated with phenethylamine (2.41 mL, 19.2 mmol), sodium cyanoborohydride (2.42 g, 38.4 mmol), and glacial acetic acid (10 drops) and stirred for 16 h at 50° C. After cooling to 25° C. the solvent was removed in vacuo, the crude material was redissolved in ethyl acetate (100 mL and washed with saturated aqueous sodium bicarbonate solution (100 mL). The aqueous layer was discarded and the organi... Reactants: ClC=1C=C(C=CC1)S(=O)(=O)N1CCCC2=CC=C(C=C12)C(=O)NC1=CC=C(C(=O)O)C=C1 (4-{[1-(3-Chloro-benzenesulfonyl)-1,2,3,4-tetrahydro-quinoline-7-carbonyl]-amino}-benzoic acid), ClC=1C=C(C=CC1)S(=O)(=O)Cl (3-chloro-benzenesulfonyl chloride). The product is C(C)OC(C1=CC=C(C=C1)NC(=O)C1=CC=C2CCCN(C2=C1)S(=O)(=O)C1=CC(=CC=C1)Cl)=O (4-{[1-(3-chloro-benzenesulfonyl)-1,2,3,4-tetrahydro-quinoline-7-carbonyl]-amino}-benzoic acid ethyl ester). Reaction SMILES: [Cl:1][C:2]1[CH:3]=[C:4]([S:8]([N:11]2[C:20]3[C:15](=[CH:16][CH:17]=[C:18]([C:21]([NH:23][C:24]4[CH:32]=[CH:31][C:27]([C:28]([OH:30])=[O:29])=[CH:26][CH:25]=4)=[O:22])[CH:19]=3)[CH2:14][CH2:13][CH2:12]2)(=[O:10])=[O:9])[CH:5]=[CH:6][CH:7]=1.Cl[C:34]1C=C(S(Cl)(=O)=O)C=C[CH:39]=1>>[CH2:34]([O:29][C:28](=[O:30])[C:27]1[CH:26]=[CH:25][C:24]([NH:23][C:21]([C:18]2[CH:19]=[C:20]3[C:15]([CH2:14][CH2:13][CH2:12][N:11]3[S:8]([C:4]3[CH:5]=[CH:6][CH:7]=[C:2]([Cl:1])[CH:3]=3)(=[O:10])=[O:9])=[CH:16][CH:17]=2)=[O:22])=[CH:32][CH:31]=1)[CH3:39]. Procedure: 4-{[1-(3-Chloro-benzenesulfonyl)-1,2,3,4-tetrahydro-quinoline-7-carbonyl]-amino}-benzoic acid, MS (ISP): m/e=469.0 (M−H), was prepared in analogy to example 57, steps 1 to 6. Step 5 was performed using 3-chloro-benzenesulfonyl chloride, yielding 4-{[1-(3-chloro-benzenesulfonyl)-1,2,3,4-tetrahydro-quinoline-7-carbonyl]-amino}-benzoic acid ethyl ester, which was hydrolyzed in step 6. Reactants: C(O)([O-])=O.[Na+] (sodium hydrogen carbonate), Cl (hydrochloric acid), [O-]C#N.[K+] (potassium cyanate), NCC1=CC(=NC=C1)C=1N=C(SC1)N=C(N)N (4-(4-Aminomethylpyridin-2-yl)-2-(diaminomethyleneamino)thiazole), [O-]C#N.[K+] (Potassium cyanate), C([O-])([O-])=O.[K+].[K+] (potassium carbonate). Run in O (water). Conditions: time 1 hour. The product is Cl.Cl.NC(N)=NC=1SC=C(N1)C1=NC=CC(=C1)CNC(=O)N (2-(diaminomethyleneamino)-4-(4-ureidomethylpyridin-2-yl)thiazole dihydrochloride). RXN SMILES: [NH2:1][CH2:2][C:3]1[CH:8]=[CH:7][N:6]=[C:5]([C:9]2[N:10]=[C:11]([N:14]=[C:15]([NH2:17])[NH2:16])[S:12][CH:13]=2)[CH:4]=1.C(=O)([O-])O.[Na+].[O-:23][C:24]#[N:25].[K+].[ClH:27].C(=O)([O-])[O-].[K+].[K+]>O>[ClH:27].[ClH:27].[NH2:16][C:15](=[N:14][C:11]1[S:12][CH:13]=[C:9]([C:5]2[CH:4]=[C:3]([CH2:2][NH:1][C:24]([NH2:25])=[O:23])[CH:8]=[CH:7][N:6]=2)[N:10]=1)[NH2:17] |f:1.2,3.4,6.7.8,10.11.12|. Procedure details: 4-(4-Aminomethylpyridin-2-yl)-2-(diaminomethyleneamino)thiazole (1.09 g) was dissolved in water (10 ml) and the solution was adjusted to pH 4 with aqueous sodium hydrogen carbonate. Potassium cyanate (0.25 g) was added to the solution and the mixture was stirred for one hour at ambient temperature. After the pH was readjusted to 4 with 6N-hydrochloric acid, additional potassium cyanate (0.25 g) was added and the mixture was further stirred for 6 hours. The reaction mixture was made basic with aq... Reactants: ClC1=NN2C(C(=CC=C2)C2=C(C=CC(=C2)S(=O)(=O)C)OCC(F)F)=N1 (2-chloro-8-[2-(2,2-difluoro-ethoxy)-5-methanesulfonyl-phenyl]-[1,2,4]-triazolo[1,5-a]pyridine), C(C)(C)(C)OC(=O)N1CCC2=C(CC1)C=CC(=C2)N (7-amino-1,2,4,5-tetrahydro-3-benzazepine-3-carboxylic acid tert-butyl ester), 311b. Product: C(C)(C)(C)OC(=O)N1CCC2=C(CC1)C=CC(=C2)NC2=NN1C(C(=CC=C1)C1=C(C=CC(=C1)S(=O)(=O)C)OCC(F)F)=N2 (7-{8-[2-(2,2-Difluoro-ethoxy)-5-methanesulfonyl-phenyl]-[1,2,4]triazolo[1,5-a]pyridin-2-ylamino}-1,2,4,5-tetrahydro-3-benzazepine-3-carboxylic acid tert-butyl ester), product. The yield is 76.0%. As a reaction SMILES: Cl[C:2]1[N:25]=[C:5]2[C:6]([C:10]3[CH:15]=[C:14]([S:16]([CH3:19])(=[O:18])=[O:17])[CH:13]=[CH:12][C:11]=3[O:20][CH2:21][CH:22]([F:24])[F:23])=[CH:7][CH:8]=[CH:9][N:4]2[N:3]=1.[C:26]([O:30][C:31]([N:33]1[CH2:39][CH2:38][C:37]2[CH:40]=[CH:41][C:42]([NH2:44])=[CH:43][C:36]=2[CH2:35][CH2:34]1)=[O:32])([CH3:29])([CH3:28])[CH3:27]>>[C:26]([O:30][C:31]([N:33]1[CH2:39][CH2:38][C:37]2[CH:40]=[CH:41][C:42]([NH:44][C:2]3[N:25]=[C:5]4[C:6]([C:10]5[CH:15]=[C:14]([S:16]([CH3:19])(=[O:18])=[O:17])[CH:13]=[CH:12][C:11]=5[O:20][CH2:21][CH:22]([F:24])[F:23])=[CH:7][CH:8]=[CH:9][N:4]4[N:3]=3)=[CH:43][C:36]=2[CH2:35][CH2:34]1)=[O:32])([CH3:29])([CH3:27])[CH3:28]. Procedure details: 7-{8-[2-(2,2-Difluoro-ethoxy)-5-methanesulfonyl-phenyl]-[1,2,4]triazolo[1,5-a]pyridin-2-ylamino}-1,2,4,5-tetrahydro-3-benzazepine-3-carboxylic acid tert-butyl ester was prepared from 2-chloro-8-[2-(2,2-difluoro-ethoxy)-5-methanesulfonyl-phenyl]-[1,2,4]-triazolo[1,5-a]pyridine (0.282 g, 727 mmol) and 7-amino-1,2,4,5-tetrahydro-3-benzazepine-3-carboxylic acid tert-butyl ester (0.286 g, 1.09 mmol) in a manner analogous to Example 311a and 311b to give product (0.340 g, 76%): 1H NMR (400 MHz, (D3C)2... Starting materials: CC[C@H](C)C(=O)O[C@H]1C[C@H](C=C2[C@H]1[C@H]([C@H](C=C2)C)CC[C@@H]3C[C@H](CC(=O)O3)O)C (lovastatin), C1(=CC=CC=C1)B(O)O (phenylboronic acid), C1(=CC=CC=C1)C (toluene). Run in O (water). Reaction conditions: temperature 2.5 celsius. Product: CC[C@H](C)C(=O)O[C@H]1C[C@H](C=C2[C@H]1[C@H]([C@H](C=C2)C)CC[C@@H]3C[C@H](CC(=O)O3)O)C.C1(=CC=CC=C1)B([O-])[O-] (lovastatin phenylboronate). The yield is 94323.4%. Reaction SMILES: [CH3:1][CH2:2][C@@H:3]([C:5]([O:7][C@@H:8]1[C@@H:13]2[C@@H:14]([CH2:19][CH2:20][C@H:21]3[O:27][C:25](=[O:26])[CH2:24][C@H:23]([OH:28])[CH2:22]3)[C@@H:15]([CH3:18])[CH:16]=[CH:17][C:12]2=[CH:11][C@H:10]([CH3:29])[CH2:9]1)=[O:6])[CH3:4].[C:30]1([B:36]([OH:38])[OH:37])[CH:35]=[CH:34][CH:33]=[CH:32][CH:31]=1.C1(C)C=CC=CC=1>O>[CH3:1][CH2:2][C@@H:3]([C:5]([O:7][C@@H:8]1[C@@H:13]2[C@@H:14]([CH2:19][CH2:20][C@H:21]3[O:27][C:25](=[O:26])[CH2:24][C@H:23]([OH:28])[CH2:22]3)[C@@H:15]([CH3:18])[CH:16]=[CH:17][C:12]2=[CH:11][C@H:10]([CH3:29])[CH2:9]1)=[O:6])[CH3:4].[C:30]1([B:36]([O-:38])[O-:37])[CH:35]=[CH:34][CH:33]=[CH:32][CH:31]=1 |f:4.5|. Procedure: A suspension of lovastatin (350 g, 0.865 mmol), phenylboronic acid (110.8 g, 0.909 mmol) and toluene (1.75 L) was heated with agitation under a nitrogen atmosphere. A reflux temperature of 100-105° C. was maintained for 55 minutes as water was collected and separated from the reaction mixture. The solution was cooled and 1.39 L of toluene was removed by vacuum distillation at 40-50° C. The concentrated solution was treated with hexanes (3.15 L) between 40-50° C. The resulting suspension was cool... Reactants: CC(C)(C)OC(=O)CBr, O=C([O-])[O-], CC#N, [Cs+], [Cs+], O=C1CCCc2c(O)cc(OS(=O)(=O)C(F)(F)F)cc21. The product is CC(C)(C)OC(=O)COc1cc(OS(=O)(=O)C(F)(F)F)cc2c1CCCC2=O. As a reaction SMILES: [Br:27][CH2:28][C:29](=[O:30])[O:31][C:32]([CH3:33])([CH3:34])[CH3:35].[C:21](=[O:22])([O-:23])[O-:24].[CH3:36][C:37]#[N:38].[Cs+:25].[Cs+:26].[OH:1][c:2]1[cH:3][c:4]([O:13][S:14](=[O:15])(=[O:16])[C:17]([F:18])([F:19])[F:20])[cH:5][c:6]2[c:11]1[CH2:10][CH2:9][CH2:8][C:7]2=[O:12]>>[O:1]([c:2]1[cH:3][c:4]([O:13][S:14](=[O:15])(=[O:16])[C:17]([F:18])([F:19])[F:20])[cH:5][c:6]2[c:11]1[CH2:10][CH2:9][CH2:8][C:7]2=[O:12])[CH2:28][C:29](=[O:30])[O:31][C:32]([CH3:33])([CH3:34])[CH3:35]. Reactants: FC1=CC=C(C(=O)Cl)C=C1 (4-fluorobenzoyl chloride), BrCC=1C(=NC=CC1)Cl (3-Bromomethyl-2-chloropyridine). The reagents and catalysts are C1=CC=C(C=C1)P(C2=CC=CC=C2)C3=CC=CC=C3.C1=CC=C(C=C1)P(C2=CC=CC=C2)C3=CC=CC=C3.Cl[Pd]Cl (bis(triphenylphosphine)palladium (II) chloride), [Zn] (zinc). Solvent: C(OC)COC (dimethoxyethane), C(OC)COC (dimethoxyethane). Reaction conditions: time 20 hour. The product is ClC1=NC=CC=C1CC(=O)C1=CC=C(C=C1)F (2-(2-Chloro-3-pyridinyl)-1-(4-fluorophenyl)ethanone). The yield is 12.6%. As a reaction SMILES: [F:1][C:2]1[CH:10]=[CH:9][C:5]([C:6](Cl)=[O:7])=[CH:4][CH:3]=1.Br[CH2:12][C:13]1[C:14]([Cl:19])=[N:15][CH:16]=[CH:17][CH:18]=1>C(COC)OC.C1C=CC(P(C2C=CC=CC=2)C2C=CC=CC=2)=CC=1.C1C=CC(P(C2C=CC=CC=2)C2C=CC=CC=2)=CC=1.Cl[Pd]Cl.[Zn]>[Cl:19][C:14]1[C:13]([CH2:12][C:6]([C:5]2[CH:9]=[CH:10][C:2]([F:1])=[CH:3][CH:4]=2)=[O:7])=[CH:18][CH:17]=[CH:16][N:15]=1 |f:3.4.5|. Reported procedure: To a stirred suspension of 4-fluorobenzoyl chloride (2.89 mL, 24.5 mmol), bis(triphenylphosphine)palladium (II) chloride (1.08 g, 1.54 mmol) and zinc dust (3.20 g, 49 mmol) in anhydrous dimethoxyethane (50 mL) was added a solution of the title compound of Step B (5.06 g, 24.5 mmol) in dimethoxyethane (50 mL) at room temperature under N2 over 45 min. After 20 h, the suspension was filtered through Celite® washed with ethyl acetate. The filtrate was washed with water and saturated aqueous NaCl, dr...